Dataset: the Open Reaction Database (ORD), a public repository of structured organic reaction records. Task: describe an organic reaction: reactants, conditions, products, and yield Reactants: C(C)(=O)NC1=C(C=CC(=C1)[N+](=O)[O-])O (2-acetamido-4-nitrophenol), Cl (hydrochloric acid). The reagents and catalysts are [Pd] (palladium-on-carbon). Solvent: CO (methanol). Yields the product Cl.C(C)(=O)NC1=C(C=CC(=C1)N)O (2-acetamido-4-aminophenol hydrochloride). RXN SMILES: [C:1]([NH:4][C:5]1[CH:10]=[C:9]([N+:11]([O-])=O)[CH:8]=[CH:7][C:6]=1[OH:14])(=[O:3])[CH3:2].[ClH:15]>[Pd].CO>[ClH:15].[C:1]([NH:4][C:5]1[CH:10]=[C:9]([NH2:11])[CH:8]=[CH:7][C:6]=1[OH:14])(=[O:3])[CH3:2] |f:4.5|. Reported procedure: The 2-acetamido-4-nitrophenol thus prepared (6.6 g., 0.034 mol) in 200 ml. of methanol and 5.65 ml. of concentrated hydrochloric acid is hydrogenated with 0.50 g. of 10% palladium-on-carbon in a Parr apparatus for about one hour. The reaction mixture is filtered and the methanol removed in vacuo to yield 2-acetamido-4-aminophenol hydrochloride. The latter (4.8 g., 0.0236 mol) is dissolved in a minimum amount of methanol and treated with a solution of sodium bicarbonate (1.98 g., 0.0236 mol) in a... Starting materials: C([O-])(O)=O.[Na+] (sodium bicarbonate), C=1C=CC2=C(C1)N=NN2O (HOBT), C(C)(C)N(CC)C(C)C (IPEA), BrC1=CC=C(C=C1)CC(=O)O (4-bromophenylacetic acid), ClCCC\C(\C(=O)NN)=C/C1=CC(=C(C=C1)N1C=NC(=C1)C)OC (5-chloro-2-[1-[3-methoxy-4-(4-methyl-1H-imidazol-1-yl)phenyl]-(E)-methylidene]-pentanoic acid hydrazide). Solvent: CN(C)C=O (DMF), C(CCl)Cl (EDC). Run at time 14 hour. Product: BrC1=CC=C(C=C1)CC(=O)NN1C(/C(/CCC1)=C/C1=CC(=C(C=C1)N1C=NC(=C1)C)OC)=O (2-(4-bromophenyl)-N-{3-[1-[3-methoxy-4-(4-methyl-1H-imidazol-1-yl)phenyl]-(E)-methylidene]-2-oxopiperidin-1-yl}acetamide). The yield is 45.9%. RXN SMILES: C1C=CC2N(O)N=NC=2C=1.C(N(C(C)C)CC)(C)C.[Br:20][C:21]1[CH:26]=[CH:25][C:24]([CH2:27][C:28]([OH:30])=O)=[CH:23][CH:22]=1.Cl[CH2:32][CH2:33][CH2:34]/[C:35](=[CH:40]\[C:41]1[CH:46]=[CH:45][C:44]([N:47]2[CH:51]=[C:50]([CH3:52])[N:49]=[CH:48]2)=[C:43]([O:53][CH3:54])[CH:42]=1)/[C:36]([NH:38][NH2:39])=[O:37].C(=O)(O)[O-].[Na+]>CN(C=O)C.C(Cl)CCl>[Br:20][C:21]1[CH:22]=[CH:23][C:24]([CH2:27][C:28]([NH:39][N:38]2[CH2:32][CH2:33][CH2:34]/[C:35](=[CH:40]\[C:41]3[CH:46]=[CH:45][C:44]([N:47]4[CH:51]=[C:50]([CH3:52])[N:49]=[CH:48]4)=[C:43]([O:53][CH3:54])[CH:42]=3)/[C:36]2=[O:37])=[O:30])=[CH:25][CH:26]=1 |f:4.5|. Reported procedure: EDC (109 mg), HOBT (76.9 mg) and IPEA (408 μL) were added to a mixture of 4-bromophenylacetic acid (102 mg), 5-chloro-2-[1-[3-methoxy-4-(4-methyl-1H-imidazol-1-yl)phenyl]-(E)-methylidene]-pentanoic acid hydrazide (200 mg) and DMF (4 mL), and the reaction solution was stirred at room temperature for 14 hours. The reaction solution was heated to 80° C. and stirred for two hours. The reaction solution was brought to room temperature. A saturated sodium bicarbonate solution was added, followed by se...